Dataset: the Open Reaction Database (ORD), a public repository of structured organic reaction records. Task: describe an organic reaction: reactants, conditions, products, and yield Starting materials: BrCC1=NN(C=C1C(=O)OCC)C1=NC=CC=C1F (ethyl 3-(bromomethyl)-1-(3-fluoro-2-pyridyl)pyrazole-4-carboxylate), CC([O-])C.[Li+] (lithium isopropoxide), CC(C)O (propan-2-ol), [Li] (lithium). Reaction conditions: time 8 hour. Yields the product FC=1C(=NC=CC1)N1N=C(C(=C1)C(=O)OC(C)C)COC(C)C (isopropyl 1-(3-fluoro-2-pyridyl)-3-(isopropoxymethyl)pyrazole-4-carboxylate). Reaction SMILES: Br[CH2:2][C:3]1[C:7]([C:8]([O:10][CH2:11][CH3:12])=[O:9])=[CH:6][N:5]([C:13]2[C:18]([F:19])=[CH:17][CH:16]=[CH:15][N:14]=2)[N:4]=1.[CH3:20][CH:21]([CH3:23])[O-:22].[Li+].[Li].[CH3:26]C(O)C>>[F:19][C:18]1[C:13]([N:5]2[CH:6]=[C:7]([C:8]([O:10][CH:11]([CH3:26])[CH3:12])=[O:9])[C:3]([CH2:2][O:22][CH:21]([CH3:23])[CH3:20])=[N:4]2)=[N:14][CH:15]=[CH:16][CH:17]=1 |f:1.2,^1:24|. Procedure: To a solution of ethyl 3-(bromomethyl)-1-(3-fluoro-2-pyridyl)pyrazole-4-carboxylate (1.5 g, 4.57 mmol), in propan-2-ol (23 mL), lithium isopropoxide (3.02 g) is added and the mixture is stirred overnight at room temperature. After that time more lithium isoproxide (4.5 g) is added in three portions of 1.5 g each every 16 hours. After the last addition, the reaction mixture is finally stirred at 40° C. for 16 hours. Solvent is evaporated and the residue dissolved in ethyl acetate and washed with ...